Dataset: the Open Reaction Database (ORD), a public repository of structured organic reaction records. Task: describe an organic reaction: reactants, conditions, products, and yield Reactants: C(C)OC(=O)[C@H]1C2CCC(C[C@@H]1C=1SC=CC1)N2C ((2R,3S)-8-methyl-3-(2-thienyl)-8-aza-bicyclo[3.2.1]octane-2-carboxylic acid ethyl ester), C1(=CC=CC=C1)C (toluene), COCCO[AlH2-]OCCOC.[Na+] (Red-Al), [OH-].[Na+] (sodium hydroxide). The solvent is O (water). Conditions: temperature 0 celsius, time 1 hour. Yields the product CN1C2[C@@H]([C@H](CC1CC2)C=2SC=CC2)CO ((2R,3S)-(8-Methyl-3-(2thienyl)-8-aza-bicyclo[3.2.1]oct-2-yl)-methanol). As a reaction SMILES: C([O:3][C:4]([C@@H:6]1[C@@H:12]([C:13]2[S:14][CH:15]=[CH:16][CH:17]=2)[CH2:11][CH:10]2[N:18]([CH3:19])[CH:7]1[CH2:8][CH2:9]2)=O)C.C1(C)C=CC=CC=1.COCCO[AlH2-]OCCOC.[Na+].[OH-].[Na+]>O>[CH3:19][N:18]1[CH:10]2[CH2:9][CH2:8][CH:7]1[C@H:6]([CH2:4][OH:3])[C@@H:12]([C:13]1[S:14][CH:15]=[CH:16][CH:17]=1)[CH2:11]2 |f:2.3,4.5|. Reported procedure: To a mixture of (2R,3S)-8-methyl-3-(2-thienyl)-8-aza-bicyclo[3.2.1]octane-2-carboxylic acid ethyl ester (3.65 g, 13.75 mmol) and toluene (75 ml), Red-Al (6 ml, 65%, 20 mmol) was added at 0° C. The mixture was stirred at 0° C. for 1 h. A solution of aqueous sodium hydroxide (20 ml, 4 M) was added dropwise followed by warm water (50° C., 150 ml). The mixture was extracted with toluene (2×100 ml). The mixture was dried (MgSO4) and evaporated. The product was isolated as crystals. Mp: 153.7-157.5° C... Starting materials: Br, CCN(CC)c1cc(-c2ccc(OC)cc2)ncn1, CC(=O)O. Product: Br, CCN(CC)c1cc(-c2ccc(O)cc2)ncn1. As a reaction SMILES: [BrH:20].[CH2:1]([CH3:2])[N:3]([c:4]1[n:5][cH:6][n:7][c:8](-[c:10]2[cH:11][cH:12][c:13]([O:16][CH3:17])[cH:14][cH:15]2)[cH:9]1)[CH2:18][CH3:19].[CH3:21][C:22](=[O:23])[OH:24]>>[BrH:20].[CH2:1]([CH3:2])[N:3]([c:4]1[n:5][cH:6][n:7][c:8](-[c:10]2[cH:11][cH:12][c:13]([OH:16])[cH:14][cH:15]2)[cH:9]1)[CH2:18][CH3:19]. Reactants: Cc1nc(C)c(Br)s1, CN(C)C=O, [Na+], [Na+], O=C([O-])[O-], C1COCCO1, O, CCOC(=O)CNC(=O)c1c(O)c2cc(B3OC(C)(C)C(C)(C)O3)ccc2n(C)c1=O, c1ccc(P(c2ccccc2)(c2ccccc2)[Pd](P(c2ccccc2)(c2ccccc2)c2ccccc2)(P(c2ccccc2)(c2ccccc2)c2ccccc2)P(c2ccccc2)(c2ccccc2)c2ccccc2)cc1. Yields the product CCOC(=O)CNC(=O)c1c(O)c2cc(-c3sc(C)nc3C)ccc2n(C)c1=O. As a reaction SMILES: [Br:32][c:33]1[c:34]([CH3:39])[n:35][c:36]([CH3:38])[s:37]1.[CH3:46][N:47]([CH3:48])[CH:49]=[O:50].[Na+:40].[Na+:41].[O-:42][C:43](=[O:44])[O-:45].[O:51]1[CH2:52][CH2:53][O:54][CH2:55][CH2:56]1.[OH2:57].[OH:1][c:2]1[c:3]([C:23](=[O:24])[NH:25][CH2:26][C:27](=[O:28])[O:29][CH2:30][CH3:31])[c:4](=[O:22])[n:5]([CH3:21])[c:6]2[cH:7][cH:8][c:9]([B:12]3[O:13][C:14]([CH3:15])([CH3:16])[C:17]([CH3:18])([CH3:19])[O:20]3)[cH:10][c:11]12.[cH:58]1[cH:59][cH:60][c:61]([P:62]([Pd:63]([P:64]([c:65]2[cH:66][cH:67][cH:68][cH:69][cH:70]2)([c:71]2[cH:72][cH:73][cH:74][cH:75][cH:76]2)[c:77]2[cH:78][cH:79][cH:80][cH:81][cH:82]2)([P:83]([c:84]2[cH:85][cH:86][cH:87][cH:88][cH:89]2)([c:90]2[cH:91][cH:92][cH:93][cH:94][cH:95]2)[c:96]2[cH:97][cH:98][cH:99][cH:100][cH:101]2)[P:102]([c:103]2[cH:104][cH:105][cH:106][cH:107][cH:108]2)([c:109]2[cH:110][cH:111][cH:112][cH:113][cH:114]2)[c:115]2[cH:116][cH:117][cH:118][cH:119][cH:120]2)([c:121]2[cH:122][cH:123][cH:124][cH:125][cH:126]2)[c:127]2[cH:128][cH:129][cH:130][cH:131][cH:132]2)[cH:133][cH:134]1>>[OH:1][c:2]1[c:3]([C:23](=[O:24])[NH:25][CH2:26][C:27](=[O:28])[O:29][CH2:30][CH3:31])[c:4](=[O:22])[n:5]([CH3:21])[c:6]2[cH:7][cH:8][c:9](-[c:33]3[c:34]([CH3:39])[n:35][c:36]([CH3:38])[s:37]3)[cH:10][c:11]12. The reactants are CCNC(=O)C1OC(OC(C)=O)C(OC(=O)c2ccccc2)C1OC(=O)c1ccccc1, CCNC(=O)C1OC(OC(C)=O)C(OC(=O)c2ccccc2)C1OC(=O)c1ccccc1, C[Si](C)(C)OS(=O)(=O)C(F)(F)F, CC(Cl)(Cl)Cl, CCOC(C)=O, O=C(NCCN1CCCCC1)NCc1nc(NCC(c2ccccc2)c2ccccc2)c2nc[nH]c2n1. Product: CCNC(=O)C1OC(n2cnc3c(NCC(c4ccccc4)c4ccccc4)nc(CNC(=O)NCCN4CCCCC4)nc32)C(OC(=O)c2ccccc2)C1OC(=O)c1ccccc1. Reaction SMILES: [C:38]([c:39]1[cH:40][cH:41][cH:42][cH:43][cH:44]1)(=[O:45])[O:46][CH:47]1[CH:48]([C:65](=[O:66])[NH:67][CH2:68][CH3:69])[O:49][CH:50]([O:61][C:62](=[O:63])[CH3:64])[CH:51]1[O:52][C:53]([c:54]1[cH:55][cH:56][cH:57][cH:58][cH:59]1)=[O:60].[C:70]([O:71][CH:72]1[CH:73]([O:74][C:75](=[O:76])[c:77]2[cH:78][cH:79][cH:80][cH:81][cH:82]2)[CH:83]([O:84][C:85](=[O:86])[CH3:87])[O:88][CH:89]1[C:90]([NH:91][CH2:92][CH3:93])=[O:94])(=[O:95])[c:96]1[cH:97][cH:98][cH:99][cH:100][cH:101]1.[CH3:102][Si:103]([O:104][S:105]([C:106]([F:107])([F:108])[F:109])(=[O:110])=[O:111])([CH3:112])[CH3:113].[CH3:114][C:115]([Cl:116])([Cl:117])[Cl:118].[CH3:119][CH2:120][O:121][C:122](=[O:123])[CH3:124].[c:1]1([CH:7]([CH2:8][NH:9][c:10]2[c:11]3[n:12][cH:13][nH:14][c:15]3[n:16][c:17]([CH2:19][NH:20][C:21](=[O:22])[NH:23][CH2:24][CH2:25][N:26]3[CH2:27][CH2:28][CH2:29][CH2:30][CH2:31]3)[n:18]2)[c:32]2[cH:33][cH:34][cH:35][cH:36][cH:37]2)[cH:2][cH:3][cH:4][cH:5][cH:6]1>>[c:1]1([CH:7]([CH2:8][NH:9][c:10]2[c:11]3[n:12][cH:13][n:14]([CH:50]4[O:49][CH:48]([C:65](=[O:66])[NH:67][CH2:68][CH3:69])[CH:47]([O:46][C:38]([c:39]5[cH:40][cH:41][cH:42][cH:43][cH:44]5)=[O:45])[CH:51]4[O:52][C:53]([c:54]4[cH:55][cH:56][cH:57][cH:58][cH:59]4)=[O:60])[c:15]3[n:16][c:17]([CH2:19][NH:20][C:21](=[O:22])[NH:23][CH2:24][CH2:25][N:26]3[CH2:27][CH2:28][CH2:29][CH2:30][CH2:31]3)[n:18]2)[c:32]2[cH:33][cH:34][cH:35][cH:36][cH:37]2)[cH:2][cH:3][cH:4][cH:5][cH:6]1. The product is CCn1c(C)cc(C)cc1=O. The reactants are CCI, CCO, Cc1cc(C)[nH]c(=O)c1, [K+], [OH-]. As a reaction SMILES: [CH2:12]([CH3:13])[I:14].[CH3:15][CH2:16][OH:17].[CH3:1][c:2]1[cH:3][c:4](=[O:9])[nH:5][c:6]([CH3:8])[cH:7]1.[K+:11].[OH-:10]>>[CH3:1][c:2]1[cH:3][c:4](=[O:9])[n:5]([CH2:12][CH3:13])[c:6]([CH3:8])[cH:7]1.